This data is from the Open Reaction Database (ORD), a public repository of structured organic reaction records. The task is: describe an organic reaction: reactants, conditions, products, and yield Starting materials: FC1=CC=C(C#N)C=C1 (4-fluoro-benzonitrile), NO (hydroxylamine). The solvent is C(C)O (ethanol). Run at temperature 90 celsius, time 16 hour. Product: FC1=CC=C(C(=N)NO)C=C1 (4-Fluoro-N-hydroxy-benzamidine). Reaction SMILES: [F:1][C:2]1[CH:9]=[CH:8][C:5]([C:6]#[N:7])=[CH:4][CH:3]=1.[NH2:10][OH:11]>C(O)C>[F:1][C:2]1[CH:9]=[CH:8][C:5]([C:6]([NH:10][OH:11])=[NH:7])=[CH:4][CH:3]=1. Reported procedure: In a 50 ml round bottom flask, 3.0 g (24.8 mmol) of 4-fluoro-benzonitrile are suspended in 50 ml of ethanol and 1.46 ml of aqueous hydroxylamine (50%, 24.8 mmol) are added. The mixture is heated to 90° C. and the resulting solution stirred at this temperature for 16 h. After cooling to room temperature, the solvent is removed in vacuo and the resulting residue recrystallised from 25 ml of ethanol/water (1:5) which yields a white solid. Mass spectrum: m/z (M+H)+: 155.0 Reactants: ClC1=NC(=C2N=C(N(C2=N1)C)CCN1CC(OCC1)(C)C)N1CCOCC1 (2-chloro-8-[2-(2,2-dimethylmorpholin-4-yl)ethyl]-9-methyl-6-morpholin-4-yl-9H-purine), C(C)C=1NC2=C(N1)C=CC=C2 (2-ethylbenzimidazole), CC(C)C1=CC(=C(C(=C1)C(C)C)C2=C(C=CC=C2)P(C3CCCCC3)C4CCCCC4)C(C)C (Xphos), C(=O)([O-])[O-].[Cs+].[Cs+] (Cs2CO3). Reagents/catalysts: C=1C=CC(=CC1)/C=C/C(=O)/C=C/C2=CC=CC=C2.C=1C=CC(=CC1)/C=C/C(=O)/C=C/C2=CC=CC=C2.C=1C=CC(=CC1)/C=C/C(=O)/C=C/C2=CC=CC=C2.[Pd].[Pd] (Pd2(dba)3). Solvent: O1CCOCC1 (dioxane). Reaction conditions: temperature 120 celsius. The product is C(C)C1=NC2=C(N1C1=NC(=C3N=C(N(C3=N1)C)CCN1CC(OCC1)(C)C)N1CCOCC1)C=CC=C2 (4-(2-(2-(2-ethyl-1H-benzo[d]imidazol-1-yl)-9-methyl-6-morpholino-9H-purin-8-yl)ethyl)-2,2-dimethylmorpholine). The yield is 65.1%. Reaction SMILES: Cl[C:2]1[N:10]=[C:9]2[C:5]([N:6]=[C:7]([CH2:12][CH2:13][N:14]3[CH2:19][CH2:18][O:17][C:16]([CH3:21])([CH3:20])[CH2:15]3)[N:8]2[CH3:11])=[C:4]([N:22]2[CH2:27][CH2:26][O:25][CH2:24][CH2:23]2)[N:3]=1.[CH2:28]([C:30]1[NH:31][C:32]2[CH:38]=[CH:37][CH:36]=[CH:35][C:33]=2[N:34]=1)[CH3:29].CC(C1C=C(C(C)C)C(C2C=CC=CC=2P(C2CCCCC2)C2CCCCC2)=C(C(C)C)C=1)C.C([O-])([O-])=O.[Cs+].[Cs+]>O1CCOCC1.C1C=CC(/C=C/C(/C=C/C2C=CC=CC=2)=O)=CC=1.C1C=CC(/C=C/C(/C=C/C2C=CC=CC=2)=O)=CC=1.C1C=CC(/C=C/C(/C=C/C2C=CC=CC=2)=O)=CC=1.[Pd].[Pd]>[CH2:28]([C:30]1[N:31]([C:2]2[N:10]=[C:9]3[C:5]([N:6]=[C:7]([CH2:12][CH2:13][N:14]4[CH2:19][CH2:18][O:17][C:16]([CH3:21])([CH3:20])[CH2:15]4)[N:8]3[CH3:11])=[C:4]([N:22]3[CH2:27][CH2:26][O:25][CH2:24][CH2:23]3)[N:3]=2)[C:32]2[CH:38]=[CH:37][CH:36]=[CH:35][C:33]=2[N:34]=1)[CH3:29] |f:3.4.5,7.8.9.10.11|. Procedure details: A mixture of 2-chloro-8-[2-(2,2-dimethylmorpholin-4-yl)ethyl]-9-methyl-6-morpholin-4-yl-9H-purine (57 mg, 0.14 mmol), 2-ethylbenzimidazole (23 mg, 0.16 mmol), Pd2(dba)3 (3.3 mg, 2.5 mol %), Xphos (6.9 mg, 10 mol %) and Cs2CO3 (71 mg, 0.27 mmol) in dioxane (1.0 mL) was purged with argon gas then heated at 120° C., for 16 h, in a sealed tube. The reaction mixture was loaded onto an Isolute® SCX-2 cartridge, washed with MeOH then the desired product eluted with 2 M NH3 in MeOH. The resulting residu... The reactants are ClC(=O)OCC1=CC=CC=C1 (benzyl chloroformate), C([O-])(O)=O.[Na+] (sodium bicarbonate), BrC1=CC(=C(N)C=C1)OC (4-bromo-2-methoxyaniline). The solvent is O (water), O1CCOCC1 (dioxane). Conditions: time 5 minute. The product is BrC1=CC(=C(C=C1)NC(OCC1=CC=CC=C1)=O)OC (benzyl N-(4-bromo-2-methoxyphenyl)carbamate). The yield is 74.3%. RXN SMILES: C(=O)(O)[O-].[Na+].[Br:6][C:7]1[CH:13]=[CH:12][C:10]([NH2:11])=[C:9]([O:14][CH3:15])[CH:8]=1.Cl[C:17]([O:19][CH2:20][C:21]1[CH:26]=[CH:25][CH:24]=[CH:23][CH:22]=1)=[O:18]>O.O1CCOCC1>[Br:6][C:7]1[CH:13]=[CH:12][C:10]([NH:11][C:17](=[O:18])[O:19][CH2:20][C:21]2[CH:26]=[CH:25][CH:24]=[CH:23][CH:22]=2)=[C:9]([O:14][CH3:15])[CH:8]=1 |f:0.1|. Procedure: A solution of sodium bicarbonate (3.12 g, 0.0371 mol) in water (35 mL) was added to a solution of 4-bromo-2-methoxyaniline (3.00 g, 0.0148 mol) in dioxane (50 mL). The resulting mixture was stirred for 5 minutes and benzyl chloroformate (3.8 g, 0.022 mol) was added dropwise over 3 minutes. The reaction mixture was for two hours, then dioxane was removed under reduced pressure and the water phase was extracted twice with ethyl acetate (100 mL each). The combined organic extracts were dried over m...